describe an organic reaction: reactants, conditions, products, and yield From a dataset of the Open Reaction Database (ORD), a public repository of structured organic reaction records. Starting materials: COC=1C=C(CC2N(CCC3=C(C=CC(=C23)O)OC)CC(=O)NCC2=NC=CC=C2)C=CC1OC (2-[1-(3,4-dimethoxy-benzyl)-8-hydroxy-5-methoxy-3,4-dihydro-1H-isoquinolin-2-yl]-N-(pyridin-2-yl-methyl)-acetamide), C(CC)Br (propyl bromide). Yields the product COC=1C=C(CC2N(CCC3=C(C=CC(=C23)OCCC)OC)CC(=O)NCC2=NC=CC=C2)C=CC1OC (2-[1-(3,4-dimethoxy-benzyl)-8-propoxy-5-methoxy-3,4-dihydro-1H-isoquinolin-2-yl]-N-(pyridin-2-yl-methyl)-acetamide). RXN SMILES: [CH3:1][O:2][C:3]1[CH:4]=[C:5]([CH:31]=[CH:32][C:33]=1[O:34][CH3:35])[CH2:6][CH:7]1[C:16]2[C:11](=[C:12]([O:18][CH3:19])[CH:13]=[CH:14][C:15]=2[OH:17])[CH2:10][CH2:9][N:8]1[CH2:20][C:21]([NH:23][CH2:24][C:25]1[CH:30]=[CH:29][CH:28]=[CH:27][N:26]=1)=[O:22].[CH2:36](Br)[CH2:37][CH3:38]>>[CH3:1][O:2][C:3]1[CH:4]=[C:5]([CH:31]=[CH:32][C:33]=1[O:34][CH3:35])[CH2:6][CH:7]1[C:16]2[C:11](=[C:12]([O:18][CH3:19])[CH:13]=[CH:14][C:15]=2[O:17][CH2:36][CH2:37][CH3:38])[CH2:10][CH2:9][N:8]1[CH2:20][C:21]([NH:23][CH2:24][C:25]1[CH:30]=[CH:29][CH:28]=[CH:27][N:26]=1)=[O:22]. Reported procedure: prepared by reaction of 2-[1-(3,4-dimethoxy-benzyl)-8-hydroxy-5-methoxy-3,4-dihydro-1H-isoquinolin-2-yl]-N-(pyridin-2-yl-methyl)-acetamide with propyl bromide Starting materials: [Na+], C1COCCO1, [OH-], O, COC(=O)c1cccc2c1CCN(Cc1ccncc1)C2. Product: [Na+], O=C([O-])c1cccc2c1CCN(Cc1ccncc1)C2. Reaction SMILES: [Na+:24].[O:25]1[CH2:26][CH2:27][O:28][CH2:29][CH2:30]1.[OH-:23].[OH2:22].[n:1]1[cH:2][cH:3][c:4]([CH2:7][N:8]2[CH2:9][c:10]3[cH:11][cH:12][cH:13][c:14]([C:18](=[O:19])[O:20][CH3:21])[c:15]3[CH2:16][CH2:17]2)[cH:5][cH:6]1>>[Na+:24].[n:1]1[cH:2][cH:3][c:4]([CH2:7][N:8]2[CH2:9][c:10]3[cH:11][cH:12][cH:13][c:14]([C:18](=[O:19])[O-:20])[c:15]3[CH2:16][CH2:17]2)[cH:5][cH:6]1. Starting materials: C=1C=CC2=C(C1)N=NN2O (HOBt), C1CCC(CC1)N=C=NC2CCCCC2 (DCCI), N([C@@H](CC1=CC=CC=C1)C(=O)N[C@@H](CC1=CNC=N1)C(=O)O)C(=O)OCC1=CC=CC=C1 (Z-Phe-His-OH), N[C@@H](CC(C)C)C(=O)N[C@@H](C(C)C)C(=O)O.C[N-]C (H-Leu-Val dimethyl amide). Product: N([C@@H](CC1=CC=CC=C1)C(=O)N[C@@H](CC1=CNC=N1)C(=O)N[C@@H](CC(C)C)C(=O)N[C@@H](C(C)C)C(=O)O)C(=O)OCC1=CC=CC=C1.C[N-]C (Z-Phe-His-Leu-Val Dimethyl amide), B3. RXN SMILES: [NH:1]([C:23]([O:25][CH2:26][C:27]1[CH:32]=[CH:31][CH:30]=[CH:29][CH:28]=1)=[O:24])[C@H:2]([C:10]([NH:12][C@H:13]([C:20](O)=[O:21])[CH2:14][C:15]1[N:19]=[CH:18][NH:17][CH:16]=1)=[O:11])[CH2:3][C:4]1[CH:9]=[CH:8][CH:7]=[CH:6][CH:5]=1.[NH2:33][C@H:34]([C:39]([NH:41][C@H:42]([C:46]([OH:48])=[O:47])[CH:43]([CH3:45])[CH3:44])=[O:40])[CH2:35][CH:36]([CH3:38])[CH3:37].[CH3:49][N-:50][CH3:51].C1C=CC2N(O)N=NC=2C=1.C1CCC(N=C=NC2CCCCC2)CC1>>[NH:1]([C:23]([O:25][CH2:26][C:27]1[CH:32]=[CH:31][CH:30]=[CH:29][CH:28]=1)=[O:24])[C@H:2]([C:10]([NH:12][C@H:13]([C:20]([NH:33][C@H:34]([C:39]([NH:41][C@H:42]([C:46]([OH:48])=[O:47])[CH:43]([CH3:44])[CH3:45])=[O:40])[CH2:35][CH:36]([CH3:37])[CH3:38])=[O:21])[CH2:14][C:15]1[N:19]=[CH:18][NH:17][CH:16]=1)=[O:11])[CH2:3][C:4]1[CH:9]=[CH:8][CH:7]=[CH:6][CH:5]=1.[CH3:49][N-:50][CH3:51] |f:1.2,5.6|. Reported procedure: In a manner analogous to that described in Example 1, using as starting materials 162 mg of Z-Phe-His-OH, 95 mg of H-Leu-Val-dimethyl amide, 57 mg of HOBt and 99 mg of DCCI, the title compound is obtained after flash chromatography (100 g of silica gel 60, 40-63 μm, system B3). Rf (B2)=0.57, Rf (S10)=0.74. Reactants: C1(O)=CC(O)=CC=C1 (resorcinol), C(C)(C)N(CC)C(C)C (diisopropylethylamine), BrC1=CC2=C(N=CN=C2Cl)N1 (6-Bromo-4-chloro-7H-pyrrolo[2,3-d]pyrimidine). Solvent: O1CCOCC1 (dioxane). Conditions: temperature 150 celsius. Product: BrC1=CC2=C(N=CN=C2OC=2C=CC=C(C2)O)N1 (5-(6-bromo-7H-pyrrolo[2,3-d]pyrimidin-4-yloxyl)-phenol). Yield: 32.7%. As a reaction SMILES: [Br:1][C:2]1[NH:11][C:5]2[N:6]=[CH:7][N:8]=[C:9](Cl)[C:4]=2[CH:3]=1.[C:12]1([CH:19]=[CH:18][CH:17]=[C:15]([OH:16])[CH:14]=1)[OH:13].C(N(C(C)C)CC)(C)C>O1CCOCC1>[Br:1][C:2]1[NH:11][C:5]2[N:6]=[CH:7][N:8]=[C:9]([O:13][C:12]3[CH:19]=[CH:18][CH:17]=[C:15]([OH:16])[CH:14]=3)[C:4]=2[CH:3]=1. Procedure: 6-Bromo-4-chloro-7H-pyrrolo[2,3-d]pyrimidine (100 mg, 0.41 mmol), prepared as in reference 1, is mixed with resorcinol (451 mg, 4.1 mmol) and diisopropylethylamine (714 μL, 4.1 mmol) in dioxane (1.3 mL). The mixture is heated to 150° C. for 3 days, with stirring. The reaction is then cooled to ambient temperature and the solvent is removed. The resultant crude product is purified by flash column chromatography using a gradient of 3-5% MeOH in DCM to yield 5-(6-bromo-7H-pyrrolo[2,3-d]pyrimidin-4-... The reactants are N(C1=CC=CC=C1)C(C(C(=O)NC1=CC=CC=C1)C1=CC=C(C(=O)OC(C)(C)C)C=C1)=O (tert-butyl 4-[2-anilino-1-(anilinocarbonyl)-2-oxoethyl]benzoate), FC(C(=O)O)(F)F (trifluoroacetic acid). Run in C(Cl)Cl (CH2Cl2). Reaction conditions: time 2 hour. Product: N(C1=CC=CC=C1)C(C(C(=O)NC1=CC=CC=C1)C1=CC=C(C(=O)O)C=C1)=O (4-[2-anilino-1-(anilinocarbonyl)-2-oxoethyl]benzoic acid). Isolated yield 71.0%. Reaction SMILES: [NH:1]([C:8](=[O:32])[CH:9]([C:19]1[CH:31]=[CH:30][C:22]([C:23]([O:25]C(C)(C)C)=[O:24])=[CH:21][CH:20]=1)[C:10]([NH:12][C:13]1[CH:18]=[CH:17][CH:16]=[CH:15][CH:14]=1)=[O:11])[C:2]1[CH:7]=[CH:6][CH:5]=[CH:4][CH:3]=1.FC(F)(F)C(O)=O>C(Cl)Cl>[NH:1]([C:8](=[O:32])[CH:9]([C:19]1[CH:20]=[CH:21][C:22]([C:23]([OH:25])=[O:24])=[CH:30][CH:31]=1)[C:10]([NH:12][C:13]1[CH:18]=[CH:17][CH:16]=[CH:15][CH:14]=1)=[O:11])[C:2]1[CH:3]=[CH:4][CH:5]=[CH:6][CH:7]=1. Procedure details: To a solution of tert-butyl 4-[2-anilino-1-(anilinocarbonyl)-2-oxoethyl]benzoate, prepared in the previous step, in CH2Cl2 (200 mL) at room temperature was added trifluoroacetic acid (50 mL). The reaction mixture was stirred at room temperature for 2 h and concentrated. The crude acid was dissolved in CH2Cl2, filtered, and precipitated with hexanes. The solid was collected by filtration, washed with hexanes, and dried under high vacuum to yield 4-[2-anilino-1-(anilinocarbonyl)-2-oxoethyl]benzoic... Starting materials: CCOC(=O)c1ccncc1, CCO, Cl, N#CCc1ccc(F)cc1, [Na], O. Product: N#CC(Cc1ccncc1)c1ccc(F)cc1. Reaction SMILES: [C:2]([c:3]1[cH:4][cH:5][n:6][cH:7][cH:8]1)([O:9][CH2:10][CH3:11])=[O:12].[CH3:25][CH2:26][OH:27].[ClH:23].[F:13][c:14]1[cH:15][cH:16][c:17]([CH2:20][C:21]#[N:22])[cH:18][cH:19]1.[Na:1].[OH2:24]>>[CH2:2]([c:3]1[cH:4][cH:5][n:6][cH:7][cH:8]1)[CH:20]([c:17]1[cH:16][cH:15][c:14]([F:13])[cH:19][cH:18]1)[C:21]#[N:22]. Reactants: CC1(C)Cc2cccc(CO)c2O1, Cl, O. Product: CC1(C)Cc2cccc(CCl)c2O1. RXN SMILES: [CH3:1][C:2]1([CH3:13])[O:3][c:4]2[c:5]([cH:7][cH:8][cH:9][c:10]2[CH2:11][OH:12])[CH2:6]1.[ClH:14].[OH2:15]>>[CH3:1][C:2]1([CH3:13])[O:3][c:4]2[c:5]([cH:7][cH:8][cH:9][c:10]2[CH2:11][Cl:14])[CH2:6]1. Starting materials: N(=[N+]=[N-])C1C(N(C2=C(C(=N1)C1=CC=CC=C1)C=C(C=C2)F)C)=O (3-azido-7-fluoro-1,3-dihydro-1-methyl-5-phenyl-2H-1,4-benzodiazepin-2-one), C1=CC=C(C=C1)P(C2=CC=CC=C2)C3=CC=CC=C3 (PPh3). Product: NC1C(N(C2=C(C(=N1)C1=CC=CC=C1)C=C(C=C2)F)C)=O (3-Amino-7-fluoro-1,3-dihydro-1-methyl-5-phenyl-2H-1,4-benzodiazepin-2-one), solid. Isolated yield 59.0%. As a reaction SMILES: [N:1]([CH:4]1[N:10]=[C:9]([C:11]2[CH:16]=[CH:15][CH:14]=[CH:13][CH:12]=2)[C:8]2[CH:17]=[C:18]([F:21])[CH:19]=[CH:20][C:7]=2[N:6]([CH3:22])[C:5]1=[O:23])=[N+]=[N-].C1C=CC(P(C2C=CC=CC=2)C2C=CC=CC=2)=CC=1>>[NH2:1][CH:4]1[N:10]=[C:9]([C:11]2[CH:12]=[CH:13][CH:14]=[CH:15][CH:16]=2)[C:8]2[CH:17]=[C:18]([F:21])[CH:19]=[CH:20][C:7]=2[N:6]([CH3:22])[C:5]1=[O:23]. Procedure details: As illustrated in the scheme above and following General Procedure 7, 3-azido-7-fluoro-1,3-dihydro-1-methyl-5-phenyl-2H-1,4-benzodiazepin-2-one (0.0826 g, 0.267 mmol) and PS—PPh3 (1.63 g of 1.64 mmol/g, 2.67 mmol) were combined. After workup and purification by “catch and release,” the title compound was obtained as a slightly yellow solid (0.0450 g, 59%). 1H-NMR (CDCl3): δ 7.65-7.60 (m, 2H), 7.51-7.46 (m, 1H), 7.44-7.39 (m, 2H), 7.36 (dd, J=4.8 Hz, J=9.2 Hz, 1H), 7.33-7.26 (m, 1H), 7.03 (dd, J=... Reactants: CC(C#CCO)=C (4-methylpent-4-en-2-yn-1-ol), C[SiH](N[SiH](C)C)C (1,1,3,3-tetramethyldisilazane), CC(C)(C)[O-].[K+] (KOtBu). Yields the product C[Si]1(OCC=C1C(=C)C)C (2,5-Dihydro-2,2-dimethyl-3-(prop-1-en-2-yl)-1,2-oxasilole). The yield is 115.7%. RXN SMILES: [CH3:1][C:2](=[CH2:7])[C:3]#[C:4][CH2:5][OH:6].[CH3:8][SiH:9]([CH3:14])N[SiH](C)C.CC([O-])(C)C.[K+]>>[CH3:8][Si:9]1([CH3:14])[C:3]([C:2]([CH3:1])=[CH2:7])=[CH:4][CH2:5][O:6]1 |f:2.3|. Procedure: Using 4-methylpent-4-en-2-yn-1-ol (1.792 g, 18.64 mmol), 1,1,3,3-tetramethyldisilazane (1.504 g, 11.28 mmol) and KOtBu (0.217 g, 1.934 mmol) according to the above general procedure resulted a clear brown colored crude reaction mixture which upon purification by column chromatography yielded 10a as a clear colorless oil (2.014 g, 13.05 mmol, 70.0%): Rf 0.68 (pentane/Et2O, 3:1); 1H NMR (500 MHz, CDCl3) δ 6.60 (as, 1H, H-4), 4.99 (s, 1H, H-8′), 4.82 (s, 1H, H-8″), 4.66 (s, 2H, H-5), 1.93 (s, 3H, H... Reactants: O=C([O-])[O-], CCCc1cnc(Cl)nc1, [K+], [K+], OC1CCNCC1, CN(C)C=O, O. Yields the product CCCc1cnc(N2CCC(O)CC2)nc1. As a reaction SMILES: [C:8](=[O:9])([O-:10])[O-:11].[Cl:14][c:15]1[n:16][cH:17][c:18]([CH2:21][CH2:22][CH3:23])[cH:19][n:20]1.[K+:12].[K+:13].[NH:1]1[CH2:2][CH2:3][CH:4]([OH:7])[CH2:5][CH2:6]1.[O:24]=[CH:25][N:26]([CH3:27])[CH3:28].[OH2:29]>>[N:1]1([c:15]2[n:16][cH:17][c:18]([CH2:21][CH2:22][CH3:23])[cH:19][n:20]2)[CH2:2][CH2:3][CH:4]([OH:7])[CH2:5][CH2:6]1.